This data is from the Open Reaction Database (ORD), a public repository of structured organic reaction records. The task is: describe an organic reaction: reactants, conditions, products, and yield Starting materials: O=S1(N(CCC1)C1=NC(=C(C(=O)OC)C=C1)C)=O (methyl 6-(1,1-dioxo-1λ6-isothiazolidin-2-yl)-2-methylnicotinate), C1(CC1)C=1C(=NC=C(C1)C1CC1)N1CCNCC1 (1-(3,5-dicyclopropylpyridin-2-yl)piperazine). Yields the product C1(CC1)C=1C(=NC=C(C1)C1CC1)N1CCN(CC1)C(=O)C=1C(=NC(=CC1)N1S(CCC1)(=O)=O)C ([4-(3,5-dicyclopropylpyridin-2-yl)piperazin-1-yl][6-(1,1-dioxo-1λ6-isothiazolidin-2-yl)-2-methylpyridin-3-yl]methanone). The yield is 66.4%. As a reaction SMILES: [O:1]=[S:2]1(=[O:18])[CH2:6][CH2:5][CH2:4][N:3]1[C:7]1[CH:16]=[CH:15][C:10]([C:11]([O:13]C)=O)=[C:9]([CH3:17])[N:8]=1.[CH:19]1([C:22]2[C:23]([N:31]3[CH2:36][CH2:35][NH:34][CH2:33][CH2:32]3)=[N:24][CH:25]=[C:26]([CH:28]3[CH2:30][CH2:29]3)[CH:27]=2)[CH2:21][CH2:20]1>>[CH:19]1([C:22]2[C:23]([N:31]3[CH2:32][CH2:33][N:34]([C:11]([C:10]4[C:9]([CH3:17])=[N:8][C:7]([N:3]5[CH2:4][CH2:5][CH2:6][S:2]5(=[O:1])=[O:18])=[CH:16][CH:15]=4)=[O:13])[CH2:35][CH2:36]3)=[N:24][CH:25]=[C:26]([CH:28]3[CH2:30][CH2:29]3)[CH:27]=2)[CH2:20][CH2:21]1. Reported procedure: Using methyl 6-(1,1-dioxo-1λ6-isothiazolidin-2-yl)-2-methylnicotinate (300 mg) described in Preparation Example 37 and 1-(3,5-dicyclopropylpyridin-2-yl)piperazine (297 mg) described in Preparation Example 88 and by the reaction and treatment in the same manner as in Example 109, the title compound (355 mg) was obtained. Solvent: C(Cl)(Cl)Cl (chloroform). The reactants are CNCCCN1CCC(=CC1)C1=CC=CC2=CC=CC=C12 (3,6-Dihydro-N-methyl-4-(1-naphthalenyl)-1-(2H)-pyridinepropanamine), ClC1=NC=CC(=C1)Cl (2,4-dichloropyridine), CN1CCOCC1 (4-methylmorpholine), crude mixture. As a reaction SMILES: [CH3:1][NH:2][CH2:3][CH2:4][CH2:5][N:6]1[CH2:11][CH:10]=[C:9]([C:12]2[C:21]3[C:16](=[CH:17][CH:18]=[CH:19][CH:20]=3)[CH:15]=[CH:14][CH:13]=2)[CH2:8][CH2:7]1.Cl[C:23]1[CH:28]=[C:27]([Cl:29])[CH:26]=[CH:25][N:24]=1.CN1CC[O:34]CC1>C(Cl)(Cl)Cl>[NH4+:2].[OH-:34].[CH3:1][N:2]([C:23]1[CH:28]=[C:27]([Cl:29])[CH:26]=[CH:25][N:24]=1)[CH2:3][CH2:4][CH2:5][N:6]1[CH2:7][CH:8]=[C:9]([C:12]2[C:21]3[C:16](=[CH:17][CH:18]=[CH:19][CH:20]=3)[CH:15]=[CH:14][CH:13]=2)[CH2:10][CH2:11]1 |f:4.5|. Procedure: 3,6-Dihydro-N-methyl-4-(1-naphthalenyl)-1-(2H)-pyridinepropanamine (2.05 g, 7.30 mmol), 2,4-dichloropyridine (1.08 g, 7.30 mmol), and 4-methylmorpholine (10 mL) were heated in a Parr bomb at 140° C. for 72 h. Upon cooling to room temperature the crude mixture was diluted with chloroform (700 mL) and washed with 100 mL portions of aqueous 10% potassium carbonate and saturated aqueous sodium chloride. The organic layer was dried over anhydrous magnesium sulfate, filtered, and concentrated. Silica ... Yields the product [NH4+].[OH-] (NH4OH), CN(CCCN1CCC(=CC1)C1=CC=CC2=CC=CC=C12)C1=NC=CC(=C1)Cl (3,6-dihydro-N-methyl-N-(4-chloro-2-pyridinyl)-4-(1- naphthalenyl)-1(2H)-pyridinepropanamine). The reactants are Cl.N[C@H]1CC[C@H](CC1)NC(=O)C1=C(NC=2C1=NC=CC2C2=C(C=CC=1OCOC12)OCC1CC1)C (N-(cis-4-aminocyclohexyl)-7-[5-(cyclopropylmethoxy)-1,3-benzodioxol-4-yl]-2-methyl-1H-pyrrolo[3,2-b]pyridine-3-carboxamide hydrochloride), C(CC)(=O)Cl (propionyl chloride). Product: C1(CC1)COC1=C(C2=C(OCO2)C=C1)C1=C2C(=NC=C1)C(=C(N2)C)C(=O)N[C@@H]2CC[C@@H](CC2)NC(CC)=O (7-[5-(Cyclopropylmethoxy)-1,3-benzodioxol-4-yl]-2-methyl-N-[cis-4-(propionylamino)cyclohexyl]-1H-pyrrolo[3,2-b]pyridine-3-carboxamide). Reaction SMILES: Cl.[NH2:2][C@@H:3]1[CH2:8][CH2:7][C@H:6]([NH:9][C:10]([C:12]2[C:16]3=[N:17][CH:18]=[CH:19][C:20]([C:21]4[C:29]5[O:28][CH2:27][O:26][C:25]=5[CH:24]=[CH:23][C:22]=4[O:30][CH2:31][CH:32]4[CH2:34][CH2:33]4)=[C:15]3[NH:14][C:13]=2[CH3:35])=[O:11])[CH2:5][CH2:4]1.[C:36](Cl)(=[O:39])[CH2:37][CH3:38]>>[CH:32]1([CH2:31][O:30][C:22]2[CH:23]=[CH:24][C:25]3[O:26][CH2:27][O:28][C:29]=3[C:21]=2[C:20]2[CH:19]=[CH:18][N:17]=[C:16]3[C:12]([C:10]([NH:9][C@H:6]4[CH2:7][CH2:8][C@@H:3]([NH:2][C:36](=[O:39])[CH2:37][CH3:38])[CH2:4][CH2:5]4)=[O:11])=[C:13]([CH3:35])[NH:14][C:15]=23)[CH2:33][CH2:34]1 |f:0.1|. Reported procedure: Starting from N-(cis-4-aminocyclohexyl)-7-[5-(cyclopropylmethoxy)-1,3-benzodioxol-4-yl]-2-methyl-1H-pyrrolo[3,2-b]pyridine-3-carboxamide hydrochloride (example D.f3) and commercially available propionyl chloride the title compound is obtained as colorless solid. Reactants: CC(C)(C)c1cc(C=O)cc(C(C)(C)C)c1O, N#CCS(=O)(=O)c1ccccn1. The product is CC(C)(C)c1cc(C=C(C#N)S(=O)(=O)c2ccccn2)cc(C(C)(C)C)c1O. RXN SMILES: [C:1]([CH3:2])([CH3:3])([CH3:4])[c:5]1[cH:6][c:7]([CH:8]=[O:9])[cH:10][c:11]([C:14]([CH3:15])([CH3:16])[CH3:17])[c:12]1[OH:13].[n:18]1[c:19]([S:24](=[O:25])(=[O:26])[CH2:27][C:28]#[N:29])[cH:20][cH:21][cH:22][cH:23]1>>[C:1]([CH3:2])([CH3:3])([CH3:4])[c:5]1[cH:6][c:7]([CH:8]=[C:27]([S:24]([c:19]2[n:18][cH:23][cH:22][cH:21][cH:20]2)(=[O:25])=[O:26])[C:28]#[N:29])[cH:10][c:11]([C:14]([CH3:15])([CH3:16])[CH3:17])[c:12]1[OH:13]. The reactants are O=C([O-])O, CCN(CC)S(F)(F)F, C[Si](C)(C)OC(C#N)c1ccc(Cl)cc1Cl, ClCCl, [Na+], O. The product is N#CC(F)c1ccc(Cl)cc1Cl. As a reaction SMILES: [C:27](=[O:28])([OH:29])[O-:30].[CH2:17]([N:18]([S:19]([F:20])([F:21])[F:23])[CH2:22][CH3:24])[CH3:25].[Cl:1][c:2]1[c:3]([CH:9]([C:10]#[N:11])[O:12][Si:13]([CH3:14])([CH3:15])[CH3:16])[cH:4][cH:5][c:6]([Cl:8])[cH:7]1.[Cl:32][CH2:33][Cl:34].[Na+:31].[OH2:26]>>[Cl:1][c:2]1[c:3]([CH:9]([C:10]#[N:11])[F:23])[cH:4][cH:5][c:6]([Cl:8])[cH:7]1.